This data is from the Open Reaction Database (ORD), a public repository of structured organic reaction records. The task is: describe an organic reaction: reactants, conditions, products, and yield Starting materials: C(C)C1(C2=CC(=CC=C2C=2C=CC(=CC12)C=O)Br)CC (9,9-Diethyl-7-bromo-fluorene-2-carboxaldehyde), NC1=C(C=CC=C1)S (2-aminothiophenol), CS(=O)C (DMSO), O (water). Solvent: C(C)O (ethanol). Reaction conditions: temperature 195 celsius, time 45 minute. Yields the product S1C(=NC2=C1C=CC=C2)C2=CC=C1C=3C=CC(=CC3C(C1=C2)(CC)CC)Br (7-(Benzothiazol-2-yl)-9,9-diethyl-2-bromofluorene). Isolated yield 80.3%. RXN SMILES: [CH2:1]([C:3]1([CH2:19][CH3:20])[C:15]2[CH:14]=[C:13]([CH:16]=O)[CH:12]=[CH:11][C:10]=2[C:9]2[C:4]1=[CH:5][C:6]([Br:18])=[CH:7][CH:8]=2)[CH3:2].[NH2:21][C:22]1[CH:27]=[CH:26][CH:25]=[CH:24][C:23]=1[SH:28].CS(C)=O.O>C(O)C>[S:28]1[C:23]2[CH:24]=[CH:25][CH:26]=[CH:27][C:22]=2[N:21]=[C:16]1[C:13]1[CH:14]=[C:15]2[C:10]([C:9]3[CH:8]=[CH:7][C:6]([Br:18])=[CH:5][C:4]=3[C:3]2([CH2:1][CH3:2])[CH2:19][CH3:20])=[CH:11][CH:12]=1. Procedure: A mixture of 9,9-diethyl-7-bromo-fluorene-2-carboxaldehyde (Example 3; 49.35 g, 0.15 mol), 2-aminothiophenol (20 mL, 0.187 mol, 1.25 eq.), and DMSO (110 mL) was heated in an oil bath to a bath temperature of 195° C., held there for 45 minutes, and then poured into water. The separated solids were collected, reslurried in 1:4 acetic acid-water (1000 mL), filtered, and washed with water and dilute sodium bicarbonate solution. These solids, 80.05 g, were then reslurried in hot ethanol (600 mL) cool... The reactants are C(C)(C)(C)OC(=O)N1C(CC(C1)=CC1=CC(=CC=C1)F)C(=O)O (4-(3-Fluoro-benzylidene)-pyrrolidine-1,2-dicarboxylic acid 1-tert-butyl ester), C1(CC(C(CC1)C(C)C)O)C (menthol), C1(CCCCC1)N=C=NC1CCCCC1 (dicyclohexylcarbodiimide), CN(C)C1=NC=CC=C1 (dimethylaminopyridine). The solvent is ClCCl (dichloromethane). Conditions: temperature 0 celsius, time 18 hour. The product is C(C)(C)C1C(CC(CC1)C)OC(=O)C1N(CC(C1)=CC1=CC(=CC=C1)F)C(=O)OC(C)(C)C (4-(3-Fluoro-benzylidene)-pyrrolidine-1,2-dicarboxylic acid 1-tert-butyl ester 2-(2-isopropyl-5-methyl-cyclohexyl)ester). Isolated yield 31.3%. Reaction SMILES: [C:1]([O:5][C:6]([N:8]1[CH2:12][C:11](=[CH:13][C:14]2[CH:19]=[CH:18][CH:17]=[C:16]([F:20])[CH:15]=2)[CH2:10][CH:9]1[C:21]([OH:23])=[O:22])=[O:7])([CH3:4])([CH3:3])[CH3:2].[CH:24]1([CH3:34])[CH2:29][CH2:28][CH:27]([CH:30]([CH3:32])[CH3:31])[CH:26](O)[CH2:25]1.CN(C1C=CC=CN=1)C.C1(N=C=NC2CCCCC2)CCCCC1>ClCCl>[CH:30]([CH:27]1[CH2:28][CH2:29][CH:24]([CH3:34])[CH2:25][CH:26]1[O:22][C:21]([CH:9]1[CH2:10][C:11](=[CH:13][C:14]2[CH:19]=[CH:18][CH:17]=[C:16]([F:20])[CH:15]=2)[CH2:12][N:8]1[C:6]([O:5][C:1]([CH3:4])([CH3:2])[CH3:3])=[O:7])=[O:23])([CH3:32])[CH3:31]. Procedure details: To a solution of 4-(3-Fluoro-benzylidene)-pyrrolidine-1,2-dicarboxylic acid 1-tert-butyl ester (2.68 g, 8.35 mmol), 1R,2S,5R(−) menthol (1.31 g, 8.35 mmol) was added followed by dimethylaminopyridine (1.02 g, 8.35 mmol). The mixture was cooled to 0° C. and dicyclohexylcarbodiimide (1.89 g, 9.19 mmol) in dichloromethane (10 ml) was added in one portion. The mixture was warmed to room temperature stirred for 18 h. The mixture was filtered and the filtrate was washed with 1N hydrochloric acid (30 m... Starting materials: O=[N+]([O-])CC(O)C(O)C(O)C(O)C(O)CO, O=CC(O)C(O)C(O)C(O)CO. The product is O=CC(O)C(O)C(O)C(O)C(O)CO. Reaction SMILES: [N+:13]([CH2:14][CH:17]([CH:15]([CH:16]([CH:19]([CH:20]([CH2:21][OH:22])[OH:23])[OH:24])[OH:25])[OH:26])[OH:18])([O-:27])=[O:28].[O:1]=[CH:2][CH:3]([OH:4])[CH:5]([OH:6])[CH:7]([OH:8])[CH:9]([OH:10])[CH2:11][OH:12]>>[O:1]=[CH:2][CH:3]([OH:4])[CH:5]([OH:6])[CH:7]([OH:8])[CH:9]([OH:10])[CH:11]([OH:12])[CH2:17][OH:18]. Starting materials: C([O-])([O-])=O.[Na+].[Na+] (sodium carbonate), C(C)(C)(C)OC(=O)N1C[C@H](OCC1)C1=CC(=C(C=C1)N)F ((+)-(R)-2-(4-amino-3-fluoro-phenyl)-morpholine-4-carboxylic acid tert-butyl ester), ClC(Cl)(OC(OC(Cl)(Cl)Cl)=O)Cl (triphosgene), NC=1C=C(C#N)C=CC1 (3-Aminobenzonitrile). Run in O (water), ClCCl (dichloromethane), ClCCl (dichloromethane). Conditions: time 2.5 hour. The product is C(C)(C)(C)OC(=O)N1C[C@H](OCC1)C1=CC(=C(C=C1)NC(=O)NC1=CC(=CC=C1)C#N)F ((R)-2-{4-[3-(3-cyano-phenyl)-ureido]-3-fluoro-phenyl}-morpholine-4-carboxylic acid tert-butyl ester). Isolated yield 290.9%. As a reaction SMILES: [C:1]([O:5][C:6]([N:8]1[CH2:13][CH2:12][O:11][C@H:10]([C:14]2[CH:19]=[CH:18][C:17]([NH2:20])=[C:16]([F:21])[CH:15]=2)[CH2:9]1)=[O:7])([CH3:4])([CH3:3])[CH3:2].ClC(Cl)(O[C:26](=[O:32])OC(Cl)(Cl)Cl)Cl.C(=O)([O-])[O-].[Na+].[Na+].[NH2:40][C:41]1[CH:42]=[C:43]([CH:46]=[CH:47][CH:48]=1)[C:44]#[N:45]>ClCCl.O>[C:1]([O:5][C:6]([N:8]1[CH2:13][CH2:12][O:11][C@H:10]([C:14]2[CH:19]=[CH:18][C:17]([NH:20][C:26]([NH:40][C:41]3[CH:48]=[CH:47][CH:46]=[C:43]([C:44]#[N:45])[CH:42]=3)=[O:32])=[C:16]([F:21])[CH:15]=2)[CH2:9]1)=[O:7])([CH3:4])([CH3:2])[CH3:3] |f:2.3.4|. Procedure details: To a stirred solution of (+)-(R)-2-(4-amino-3-fluoro-phenyl)-morpholine-4-carboxylic acid tert-butyl ester (60 mg, example 1 h) in dichloromethane (2 ml) was added triphosgene (22 mg). A solution of sodium carbonate (43 mg) in water (2 ml) was then added. The reaction mixture was stirred at room temperature for 2.5 hours. TLC showed all the starting material had reacted. 3-Aminobenzonitrile (48 mg, CAS 2237-30-1) was then added and the reaction mixture was stirred at room temperature for a furth... Product: CCCCNc1nnnn1-c1ccccc1. As a reaction SMILES: [CH2:13]([CH2:14][CH2:15][CH3:16])[NH2:17].[CH3:32][CH2:33][O:34][C:35]([CH3:36])=[O:37].[CH:18]([N:19]([CH:20]([CH3:21])[CH3:22])[CH2:23][CH3:24])([CH3:25])[CH3:26].[Cl:1][c:2]1[n:3][n:4][n:5][n:6]1-[c:7]1[cH:8][cH:9][cH:10][cH:11][cH:12]1.[O:27]=[CH:28][N:29]([CH3:30])[CH3:31]>>[c:2]1([NH:17][CH2:13][CH2:14][CH2:15][CH3:16])[n:3][n:4][n:5][n:6]1-[c:7]1[cH:8][cH:9][cH:10][cH:11][cH:12]1. Starting materials: CCCCN, CCOC(C)=O, CCN(C(C)C)C(C)C, Clc1nnnn1-c1ccccc1, CN(C)C=O. Reactants: ClC1=CC=C(C=C1)C (p-chlorotoluene), [Ca] (calcium), C1(=[C-]C=CC=C1)C1=[C-]C=CC=C1.[Li+].[Li+] (lithium biphenylide), [I-].[I-].[Ca+2] (CaI2), C1(CCCCC1)=O (cyclohexanone), organocalcium. Run in C1CCOC1 (THF), O (H2O). Conditions: temperature -78 celsius, time 30 minute. Yields the product organocalcium, CC1=CC=C(C=C1)C1(CCCCC1)O (1-(p-methylphenyl)cyclohexanol). Isolated yield 42.1%. RXN SMILES: [Ca].[C:2]1([C:8]2C=CC=C[C-]=2)[CH:7]=[CH:6][CH:5]=[CH:4][C-:3]=1.[Li+].[Li+].[I-].[I-].[Ca+2].ClC1C=CC(C)=CC=1.[C:27]1(=[O:33])[CH2:32][CH2:31][CH2:30][CH2:29][CH2:28]1>C1COCC1.O>[CH3:8][C:2]1[CH:7]=[CH:6][C:5]([C:27]2([OH:33])[CH2:32][CH2:31][CH2:30][CH2:29][CH2:28]2)=[CH:4][CH:3]=1 |f:1.2.3,4.5.6|. Procedure details: The following experimental procedure is representative of the reactions set forth below in Table I. Highly reactive calcium (3.07 mmol), prepared from lithium biphenylide (6.15 mmol) and excess CaI2 (4.91 mmol) in THF (30 mL), was cooled to -78° C. The color turned green upon cooling. An organocalcium reagent was prepared by adding p-chlorotoluene (324 mg, 2.56 mmol) to this mixture via a disposable syringe at -78° C. The reaction mixture was allowed to warm to -20° C. It was stirred at -20° C. ... The reactants are C(C)(C)(C)OC(CC1=CSC=C1NC1=C(C=CC=C1Cl)Cl)=O (4-(2,6-dichloroanilino)-3-thiophenacetic acid tert.-butyl ester), C1(=CC=C(C=C1)S(=O)(=O)O)C (p-toluenesulfonic acid). The solvent is C1(=CC=CC=C1)C (toluene). The product is ClC1=C(NC=2C(=CSC2)CC(=O)O)C(=CC=C1)Cl (4-(2,6-dichloroanilino)-3-thiophenacetic acid). RXN SMILES: C([O:5][C:6](=[O:22])[CH2:7][C:8]1[C:12]([NH:13][C:14]2[C:19]([Cl:20])=[CH:18][CH:17]=[CH:16][C:15]=2[Cl:21])=[CH:11][S:10][CH:9]=1)(C)(C)C.C1(C)C=CC(S(O)(=O)=O)=CC=1>C1(C)C=CC=CC=1>[Cl:21][C:15]1[CH:16]=[CH:17][CH:18]=[C:19]([Cl:20])[C:14]=1[NH:13][C:12]1[C:8]([CH2:7][C:6]([OH:22])=[O:5])=[CH:9][S:10][CH:11]=1. Procedure: 357 mg (1 mmole) of 4-(2,6-dichloroanilino)-3-thiophenacetic acid tert.-butyl ester are heated to the boil with 10 mg of p-toluenesulfonic acid in toluene for 2 hours. The reaction solution is washed with water, dried and concentrated to give 4-(2,6-dichloroanilino)-3-thiophenacetic acid (m. 179° to 180°).